This data is from the Open Reaction Database (ORD), a public repository of structured organic reaction records. The task is: describe an organic reaction: reactants, conditions, products, and yield Reactants: C(C)OC(C(C(C=CC)O)NC=O)=O (2-formylamino-3-hydroxy-4-hexenoic acidethyl ester), S(=O)(Br)Br (thionyl bromide), P(OCC)(OCC)OCC (triethyl phosphite). Product: C(C)OC(C(\C=C\C(C)P(=O)(OCC)OCC)NC=O)=O (E-2-formylamino-5-diethylphosphono-5-methyl-3-pentenoic acid ethyl ester). Reaction SMILES: [CH2:1]([O:3][C:4](=[O:14])[CH:5]([NH:11][CH:12]=[O:13])[CH:6](O)[CH:7]=[CH:8][CH3:9])[CH3:2].S(Br)(Br)=O.[P:19]([O:26]CC)([O:23][CH2:24][CH3:25])[O:20][CH2:21][CH3:22]>>[CH2:1]([O:3][C:4](=[O:14])[CH:5]([NH:11][CH:12]=[O:13])/[CH:6]=[CH:7]/[CH:8]([P:19]([O:23][CH2:24][CH3:25])([O:20][CH2:21][CH3:22])=[O:26])[CH3:9])[CH3:2]. Procedure details: The starting material is manufactured as follows: Reaction of crotonaldehyde with isocyanoacetic acid ethyl ester in a manner analogous to that described in Example 1 yields 5-(propen-1-yl)-2-oxazoline-4-carboxylic acid ethyl ester. By hydrolysis of the 5-(propen-1-yl)-2-oxazoline-4-carboxylic acid ethyl ester analogously to Example 1, 2-formylamino-3-hydroxy-4-hexenoic acid ethyl ester is obtained. Reaction of the 2-formylamino-3-hydroxy-4-hexenoic acidethyl ester with thionyl bromide and subse... The reactants are NC1=C(C(=O)NC=2C=NC(=NC2)C2=CC=CC=C2)C=C(C=C1)N1CCCCC1 (2-amino-N-(2-phenylpyrimidin-5-yl)-5-(piperidin-1-yl)benzamide), ClC(=O)C=1C=C(CSCCC(=O)OC)C=CC1 (methyl 3-(3-(chlorocarbonyl)benzylthio)propanoate), N1=CC=CC=C1 (pyridine), crude product. Run in O1CCCC1 (tetrahydrofuran). Reaction conditions: time 5 hour. Yields the product C1(=CC=CC=C1)C1=NC=C(C=N1)NC(=O)C1=C(C=CC(=C1)N1CCCCC1)NC(=O)C=1C=C(CSCCC(=O)OC)C=CC1 (methyl 3-((3-((2-((2-phenylpyrimidin-5-yl)carbamoyl)-4-(piperidin-1-yl)phenyl)carbamoyl)benzyl)thio)propanoate). As a reaction SMILES: [NH2:1][C:2]1[CH:22]=[CH:21][C:20]([N:23]2[CH2:28][CH2:27][CH2:26][CH2:25][CH2:24]2)=[CH:19][C:3]=1[C:4]([NH:6][C:7]1[CH:8]=[N:9][C:10]([C:13]2[CH:18]=[CH:17][CH:16]=[CH:15][CH:14]=2)=[N:11][CH:12]=1)=[O:5].Cl[C:30]([C:32]1[CH:33]=[C:34]([CH:43]=[CH:44][CH:45]=1)[CH2:35][S:36][CH2:37][CH2:38][C:39]([O:41][CH3:42])=[O:40])=[O:31].N1C=CC=CC=1>O1CCCC1>[C:13]1([C:10]2[N:11]=[CH:12][C:7]([NH:6][C:4]([C:3]3[CH:19]=[C:20]([N:23]4[CH2:28][CH2:27][CH2:26][CH2:25][CH2:24]4)[CH:21]=[CH:22][C:2]=3[NH:1][C:30]([C:32]3[CH:33]=[C:34]([CH:43]=[CH:44][CH:45]=3)[CH2:35][S:36][CH2:37][CH2:38][C:39]([O:41][CH3:42])=[O:40])=[O:31])=[O:5])=[CH:8][N:9]=2)[CH:14]=[CH:15][CH:16]=[CH:17][CH:18]=1. Procedure: To a solution of 2-amino-N-(2-phenylpyrimidin-5-yl)-5-(piperidin-1-yl)benzamide (138 mg, 0.37 mmol, 1.00 equiv) in tetrahydrofuran (6 mL) was added methyl 3-(3-(chlorocarbonyl)benzylthio)propanoate (112 mg, 0.41 mmol, 1.10 equiv) and pyridine (60 mg, 0.76 mmol, 2.00 equiv) and the resulting solution was stirred for 5 h at room temperature. The reaction progress was monitored by LCMS. The crude product was used directly in the next step. Reactants: C(C1=CC=CC=C1)N1C(CCCC1)=O (N-benzylpiperidone), O1CCCC1 (tetrahydrofuran), [Mg] (magnesium), FC1=CC=C(C=C1)C(CCCBr)C1=CC=C(C=C1)F (4,4-bis(4-fluorophenyl)butyl bromide), O1CCCC1 (tetrahydrofuran), ice, [NH4+].[Cl-] (NH4Cl). Conditions: time 1.5 hour. Product: C(C1=CC=CC=C1)N1CCC(CC1)(O)CCCC(C1=CC=C(C=C1)F)C1=CC=C(C=C1)F (1-Benzyl-4-[4,4-bis(4-fluorophenyl)butyl]-4-hydroxypiperidine). Reaction SMILES: [Mg].[F:2][C:3]1[CH:8]=[CH:7][C:6]([CH:9]([C:14]2[CH:19]=[CH:18][C:17]([F:20])=[CH:16][CH:15]=2)[CH2:10][CH2:11][CH2:12]Br)=[CH:5][CH:4]=1.[CH2:21]([N:28]1[CH2:33][CH2:32][CH2:31][CH2:30][C:29]1=O)[C:22]1[CH:27]=[CH:26][CH:25]=[CH:24][CH:23]=1.[NH4+].[Cl-].[O:37]1CCCC1>>[CH2:21]([N:28]1[CH2:33][CH2:32][C:31]([CH2:12][CH2:11][CH2:10][CH:9]([C:14]2[CH:19]=[CH:18][C:17]([F:20])=[CH:16][CH:15]=2)[C:6]2[CH:7]=[CH:8][C:3]([F:2])=[CH:4][CH:5]=2)([OH:37])[CH2:30][CH2:29]1)[C:22]1[CH:27]=[CH:26][CH:25]=[CH:24][CH:23]=1 |f:3.4|. Reported procedure: A Grignard solution was prepared from 3.17 g (0.132 mol) of magnesium filings and 42.8 g (0.132 mol) of 4,4-bis(4-fluorophenyl)butyl bromide in 85 ml of absolute tetrahydrofuran. A solution of 25 g (0.132 mol) of distilled N-benzylpiperidone in 130 ml of absolute tetrahydrofuran was then added dropwise in the course of 30 minutes and the mixture was subsequently stirred at room temperature for 1.5 hours. The reaction mixture was poured onto 800 ml of ice, 400 ml of saturated NH4Cl solution were ... Starting materials: BrC=1C=C2C(=CNC2=CC1)SC1CCN(CC1)C(=S)[S-].[Na+] (sodium 4-[(5-bromo-1H-indol-3-yl)thio]piperidine-1-carbodithioate), CI (methyl iodide). Solvent: C(C)O (ethanol). Yields the product BrC=1C=C2C(=CNC2=CC1)SC1CCN(CC1)C(=S)SC (methyl 4-[(5-bromo-1H-indol-3-yl)thio]piperidine-1-carbodithioate). Reaction SMILES: [Br:1][C:2]1[CH:3]=[C:4]2[C:8](=[CH:9][CH:10]=1)[NH:7][CH:6]=[C:5]2[S:11][CH:12]1[CH2:17][CH2:16][N:15]([C:18]([S-:20])=[S:19])[CH2:14][CH2:13]1.[Na+].[CH3:22]I>C(O)C>[Br:1][C:2]1[CH:3]=[C:4]2[C:8](=[CH:9][CH:10]=1)[NH:7][CH:6]=[C:5]2[S:11][CH:12]1[CH2:17][CH2:16][N:15]([C:18]([S:20][CH3:22])=[S:19])[CH2:14][CH2:13]1 |f:0.1|. Reported procedure: A solution of sodium 4-[(5-bromo-1H-indol-3-yl)thio]piperidine-1-carbodithioate (3 g, prepared in the previous Example) and methyl iodide (0.5 ml) in 95% ethanol (15 ml) is refluxed for one hour. The orange reaction mixture is concentrated, taken up with ether and washed with water. The organic phase is dried over sodium sulfate and concentrated. After chromatography on silica gel (eluent: cyclohexane/AcOEt 70/30), methyl 4-[(5-bromo-1H-indol-3-yl)thio]piperidine-1-carbodithioate (13 g) is obtai... Starting materials: C1=C(C2=NNCCCCCCCC2)CCCCCCCCC1, CCOC(C)=O, ClCCl, CCc1[nH]c(C(=O)NC2CCN(c3nc(C)c(-c4nnnn4CCC#N)s3)CC2OC)nc1Cl, Cl, O. Yields the product CCc1[nH]c(C(=O)NC2CCN(c3nc(C)c(-c4nnn[nH]4)s3)CC2OC)nc1Cl. As a reaction SMILES: [C:38]1([C:39]2=[CH:49][CH2:48][CH2:47][CH2:46][CH2:45][CH2:44][CH2:43][CH2:42][CH2:41][CH2:40]2)=[N:59][NH:58][CH2:57][CH2:56][CH2:55][CH2:54][CH2:53][CH2:52][CH2:51][CH2:50]1.[CH3:61][CH2:62][O:63][C:64](=[O:65])[CH3:66].[Cl:1][CH2:2][Cl:3].[Cl:4][c:5]1[n:6][c:7]([C:12](=[O:13])[NH:14][CH:15]2[CH:16]([O:36][CH3:37])[CH2:17][N:18]([c:21]3[s:22][c:23](-[c:27]4[n:28][n:29][n:30][n:31]4[CH2:32][CH2:33][C:34]#[N:35])[c:24]([CH3:26])[n:25]3)[CH2:19][CH2:20]2)[nH:8][c:9]1[CH2:10][CH3:11].[ClH:60].[OH2:67]>>[Cl:4][c:5]1[n:6][c:7]([C:12](=[O:13])[NH:14][CH:15]2[CH:16]([O:36][CH3:37])[CH2:17][N:18]([c:21]3[s:22][c:23](-[c:27]4[nH:28][n:29][n:30][n:31]4)[c:24]([CH3:26])[n:25]3)[CH2:19][CH2:20]2)[nH:8][c:9]1[CH2:10][CH3:11]. Starting materials: COC1=CC=CC=2C(=COC21)COC2=C1C=C(NC1=CC=C2)C(=O)O (4-(7-methoxy-benzofuran-3-ylmethoxy)-1H-indole-2-carboxylic acid), Cl.Cl.Cl.NC1CCN(CC1)C[C@H](C)N1C[C@@H]([C@H](CC1)O)C ((3S,4S)-1-[(S)-2-(4-Amino-piperidin-1-yl)-1-methyl-ethyl]-3-methyl-piperidin-4-ol tri-hydrochloride). Yields the product O[C@@H]1[C@H](CN(CC1)[C@H](CN1CCC(CC1)NC(=O)C=1NC2=CC=CC(=C2C1)OCC1=COC2=C1C=CC=C2OC)C)C (4-(7-Methoxy-benzofuran-3-ylmethoxy)-1H-indole-2-carboxylic acid {1-[(S)-2-((3S,4S)-4-hydroxy-3-methyl-piperidin-1-yl)-propyl]-piperidin-4-yl}-amide). As a reaction SMILES: [CH3:1][O:2][C:3]1[C:11]2[O:10][CH:9]=[C:8]([CH2:12][O:13][C:14]3[CH:22]=[CH:21][CH:20]=[C:19]4[C:15]=3[CH:16]=[C:17]([C:23]([OH:25])=O)[NH:18]4)[C:7]=2[CH:6]=[CH:5][CH:4]=1.Cl.Cl.Cl.[NH2:29][CH:30]1[CH2:35][CH2:34][N:33]([CH2:36][C@@H:37]([N:39]2[CH2:44][CH2:43][C@H:42]([OH:45])[C@@H:41]([CH3:46])[CH2:40]2)[CH3:38])[CH2:32][CH2:31]1>>[OH:45][C@H:42]1[CH2:43][CH2:44][N:39]([C@@H:37]([CH3:38])[CH2:36][N:33]2[CH2:32][CH2:31][CH:30]([NH:29][C:23]([C:17]3[NH:18][C:19]4[C:15]([CH:16]=3)=[C:14]([O:13][CH2:12][C:8]3[C:7]5[CH:6]=[CH:5][CH:4]=[C:3]([O:2][CH3:1])[C:11]=5[O:10][CH:9]=3)[CH:22]=[CH:21][CH:20]=4)=[O:25])[CH2:35][CH2:34]2)[CH2:40][C@@H:41]1[CH3:46] |f:1.2.3.4|. Procedure: This compound is synthesized analogously to example 1 from 4-(7-methoxy-benzofuran-3-ylmethoxy)-1H-indole-2-carboxylic acid, 119 (see example 80) and amine 56.